This data is from the Open Reaction Database (ORD), a public repository of structured organic reaction records. The task is: describe an organic reaction: reactants, conditions, products, and yield Reactants: FC=1NC(=CC1C(=O)OCC)C1=CC=CC=C1 (ethyl 2-fluoro-5-phenyl-1H-pyrrole-3-carboxylate), [H-].[Na+] (sodium hydride), C1(=CC=CC=C1)S(=O)(=O)Cl (Benzenesulfonyl chloride), C1COCCOCCOCCOCCO1 (15-Crown-5). Solvent: O1CCCC1 (tetrahydrofuran), [Cl-].[Na+].O (brine). Run at time 30 minute. The product is FC=1N(C(=CC1C(=O)OCC)C1=CC=CC=C1)S(=O)(=O)C1=CC=CC=C1 (Ethyl 2-fluoro-5-phenyl-1-(phenylsulfonyl)-1H-pyrrole-3-carboxylate). Isolated yield 81.2%. RXN SMILES: [F:1][C:2]1[NH:3][C:4]([C:12]2[CH:17]=[CH:16][CH:15]=[CH:14][CH:13]=2)=[CH:5][C:6]=1[C:7]([O:9][CH2:10][CH3:11])=[O:8].[H-].[Na+].C1OCCOCCOCCOCCOC1.[C:35]1([S:41](Cl)(=[O:43])=[O:42])[CH:40]=[CH:39][CH:38]=[CH:37][CH:36]=1>O1CCCC1.[Cl-].[Na+].O>[F:1][C:2]1[N:3]([S:41]([C:35]2[CH:40]=[CH:39][CH:38]=[CH:37][CH:36]=2)(=[O:43])=[O:42])[C:4]([C:12]2[CH:17]=[CH:16][CH:15]=[CH:14][CH:13]=2)=[CH:5][C:6]=1[C:7]([O:9][CH2:10][CH3:11])=[O:8] |f:1.2,6.7.8|. Procedure: To a solution (20 mL) of ethyl 2-fluoro-5-phenyl-1H-pyrrole-3-carboxylate (300 mg) in tetrahydrofuran was added sodium hydride (60% in oil, 155 mg) at room temperature and the mixture was stirred for 30 min. 15-Crown-5 (850 mg) was added dropwise and the mixture was stirred for 30 min. Benzenesulfonyl chloride (591 mg) was added, and the mixture was further stirred for 24 hr. Saturated brine was added to the reaction mixture, and the mixture was extracted with ethyl acetate. The extract was wash... Starting materials: CCOC(=O)C(C)(C)Br, O=C([O-])[O-], CC(=O)CC(C)C, Oc1ccc(CNc2ccc(Cl)cc2)cc1, [K+], [K+]. Product: CCOC(=O)C(C)(C)Oc1ccc(CNc2ccc(Cl)cc2)cc1. As a reaction SMILES: [Br:17][C:18]([C:19](=[O:20])[O:21][CH2:22][CH3:23])([CH3:24])[CH3:25].[C:26](=[O:27])([O-:28])[O-:29].[CH2:32]([C:33]([CH3:34])=[O:35])[CH:36]([CH3:37])[CH3:38].[Cl:1][c:2]1[cH:3][cH:4][c:5]([NH:6][CH2:7][c:8]2[cH:9][cH:10][c:11]([OH:14])[cH:12][cH:13]2)[cH:15][cH:16]1.[K+:30].[K+:31]>>[Cl:1][c:2]1[cH:3][cH:4][c:5]([NH:6][CH2:7][c:8]2[cH:9][cH:10][c:11]([O:14][C:18]([C:19](=[O:20])[O:21][CH2:22][CH3:23])([CH3:24])[CH3:25])[cH:12][cH:13]2)[cH:15][cH:16]1. Procedure: 0.246 g of sodium hydride (9.74 mmol, 2 eq.) is placed in 25 mL of a 1/1.5 mixture of THF/DMSO with stirring at 10° C. 2.14 g of trimethylsulfoxonium iodide (9.74 mmol, 1.2 eq.) are added. After 5 minutes, 10 mL of DMSO are added dropwise. After the evolution of gas has ceased, 2 g of ethyl 4-(4-oxocyclohexyl)benzoate (8.12 mmol, 1 eq.) dissolved in a minimum amount of a 2/1 mixture of DMSO/THF are rapidly added at room temperature. After stirring for 1 hour at room temperature and for 1 hour at... Starting materials: O=C1CCC(CC1)C1=CC=C(C(=O)OCC)C=C1 (ethyl 4-(4-oxocyclohexyl)benzoate), [H-].[Na+] (sodium hydride), [I-].C[S+](=O)(C)C (trimethylsulfoxonium iodide), CS(=O)C (DMSO). Conditions: temperature 10 celsius, time 5 minute. RXN SMILES: [H-].[Na+].[I-].C[S+](C)(C)=O.[CH3:9]S(C)=O.[O:13]=[C:14]1[CH2:19][CH2:18][CH:17]([C:20]2[CH:30]=[CH:29][C:23]([C:24]([O:26][CH2:27][CH3:28])=[O:25])=[CH:22][CH:21]=2)[CH2:16][CH2:15]1>CS(C)=O.C1COCC1.O>[O:13]1[C:14]2([CH2:19][CH2:18][CH:17]([C:20]3[CH:21]=[CH:22][C:23]([C:24]([O:26][CH2:27][CH3:28])=[O:25])=[CH:29][CH:30]=3)[CH2:16][CH2:15]2)[CH2:9]1 |f:0.1,2.3,6.7|. Run in CS(=O)C.C1CCOC1 (DMSO THF), 1/1.5, C1CCOC1.CS(=O)C (THF DMSO), O (water). Yields the product O1CC12CCC(CC2)C2=CC=C(C(=O)OCC)C=C2 (ethyl 4-(1-oxaspiro[2.5]oct-6-yl)benzoate).